This data is from the Open Reaction Database (ORD), a public repository of structured organic reaction records. The task is: describe an organic reaction: reactants, conditions, products, and yield Reactants: C1COCCO1, CCOC(C)=O, [Cl-], Cc1c(C(=O)O)c(Cl)nc2cc(C(F)(F)F)ccc12, NCc1cccc(F)c1, O. Yields the product Cc1c(C(=O)NCc2cccc(F)c2)c(Cl)nc2cc(C(F)(F)F)ccc12. As a reaction SMILES: [CH2:37]1[O:38][CH2:39][CH2:40][O:41][CH2:42]1.[CH3:31][CH2:32][O:33][C:34]([CH3:35])=[O:36].[Cl-:1].[Cl:2][c:3]1[n:4][c:5]2[cH:6][c:7]([C:17]([F:18])([F:19])[F:20])[cH:8][cH:9][c:10]2[c:11]([CH3:16])[c:12]1[C:13](=[O:14])[OH:15].[F:21][c:22]1[cH:23][c:24]([CH2:25][NH2:26])[cH:27][cH:28][cH:29]1.[OH2:30]>>[Cl:2][c:3]1[n:4][c:5]2[cH:6][c:7]([C:17]([F:18])([F:19])[F:20])[cH:8][cH:9][c:10]2[c:11]([CH3:16])[c:12]1[C:13](=[O:15])[NH:26][CH2:25][c:24]1[cH:23][c:22]([F:21])[cH:29][cH:28][cH:27]1. The reactants are CC(C)=NNC(=O)N (Acetone semicarbazone), CN(CCCN)C (3-dimethylaminopropylamine). Product: C(C)(C)=NNC(=O)NCCCN(C)C (2-isopropylidene-N-(3-dimethylaminopropyl)hydrazinecarboxamide). RXN SMILES: [CH3:1][C:2](=[N:4][NH:5][C:6]([NH2:8])=[O:7])[CH3:3].[CH3:9][N:10]([CH3:15])[CH2:11][CH2:12][CH2:13]N>>[C:2](=[N:4][NH:5][C:6]([NH:8][CH2:13][CH2:12][CH2:11][N:10]([CH3:15])[CH3:9])=[O:7])([CH3:3])[CH3:1]. Procedure: Acetone semicarbazone (23 g) and 3-dimethylaminopropylamine (24.5 g) were heated to 175° C. over 40 minutes, then cooled and partitioned between t-butyl methyl ether and brine. The ether layer was concentrated to give 13.2 g waxy solid 2-isopropylidene-N-(3-dimethylaminopropyl)hydrazinecarboxamide (mp 49°-53° C.). Of this, 2.0 g was boiled 8 hr. in water maintained at a volume of 20 ml, then treated with 1.67 ml 12N HCl and concentrated in vacuo to give 2.5 g crude N-(3-dimethylaminopropyl)hydra... The reactants are Clc1ccc2nc(NCCOc3ccccc3)ccc2c1, C1COCCO1, NCc1cccnc1. Product: c1ccc(OCCNc2ccc3cc(NCc4cccnc4)ccc3n2)cc1. RXN SMILES: [Cl:1][c:2]1[cH:3][c:4]2[cH:5][cH:6][c:7]([NH:12][CH2:13][CH2:14][O:15][c:16]3[cH:17][cH:18][cH:19][cH:20][cH:21]3)[n:8][c:9]2[cH:10][cH:11]1.[O:30]1[CH2:31][CH2:32][O:33][CH2:34][CH2:35]1.[cH:22]1[c:23]([CH2:28][NH2:29])[cH:24][cH:25][cH:26][n:27]1>>[c:2]1([NH:29][CH2:28][c:23]2[cH:22][n:27][cH:26][cH:25][cH:24]2)[cH:3][c:4]2[cH:5][cH:6][c:7]([NH:12][CH2:13][CH2:14][O:15][c:16]3[cH:17][cH:18][cH:19][cH:20][cH:21]3)[n:8][c:9]2[cH:10][cH:11]1. Reactants: CCOC(=O)N1C=Cc2cc(OCCCOC(C)=O)c(OC)cc2C1Cc1cccc(OC)c1, CN(C)C=O, CC(=O)[O-], ClCCl, [K+], O, O=P(Cl)(Cl)Cl. Yields the product CCOC(=O)N1C=C(C=O)c2cc(OCCCOC(C)=O)c(OC)cc2C1Cc1cccc(OC)c1. Reaction SMILES: [CH2:11]([CH3:12])[O:13][C:14](=[O:15])[N:16]1[CH:17]([CH2:36][c:37]2[cH:38][c:39]([O:43][CH3:44])[cH:40][cH:41][cH:42]2)[c:18]2[cH:19][c:20]([O:34][CH3:35])[c:21]([O:26][CH2:27][CH2:28][CH2:29][O:30][C:31]([CH3:32])=[O:33])[cH:22][c:23]2[CH:24]=[CH:25]1.[CH3:1][N:2]([CH:3]=[O:4])[CH3:5].[CH3:46][C:47](=[O:48])[O-:49].[Cl:50][CH2:51][Cl:52].[K+:45].[OH2:53].[P:6]([Cl:7])([Cl:8])([Cl:9])=[O:10]>>[CH:3](=[O:4])[C:24]1=[CH:25][N:16]([C:14]([O:13][CH2:11][CH3:12])=[O:15])[CH:17]([CH2:36][c:37]2[cH:38][c:39]([O:43][CH3:44])[cH:40][cH:41][cH:42]2)[c:18]2[cH:19][c:20]([O:34][CH3:35])[c:21]([O:26][CH2:27][CH2:28][CH2:29][O:30][C:31]([CH3:32])=[O:33])[cH:22][c:23]21.